Dataset: the Open Reaction Database (ORD), a public repository of structured organic reaction records. Task: describe an organic reaction: reactants, conditions, products, and yield The reactants are ClC1=NCC(N(C2=C1C=C(C=C2)F)C)=O (5-chloro-7-fluoro-1,3-dihydro-1-methyl-2H-1,4-benzodiazepin-2-one), C(=O)([O-])[O-].[Na+].[Na+] (Na2CO3), C1(=CC=CC=C1)B(O)O (phenylboronic acid). Reagents/catalysts: C1=CC=C(C=C1)P([C-]2C=CC=C2)C3=CC=CC=C3.C1=CC=C(C=C1)P([C-]2C=CC=C2)C3=CC=CC=C3.Cl[Pd]Cl.[Fe+2] (PdCl2(dppf)). Product: FC=1C=CC2=C(C(=NCC(N2C)=O)C2=CC=CC=C2)C1 (7-Fluoro-1,3-dihydro-1-methyl-5-phenyl-2H-1,4-benzodiazepin-2-one). Yield: 75.7%. As a reaction SMILES: Cl[C:2]1[C:8]2[CH:9]=[C:10]([F:13])[CH:11]=[CH:12][C:7]=2[N:6]([CH3:14])[C:5](=[O:15])[CH2:4][N:3]=1.C([O-])([O-])=O.[Na+].[Na+].[C:22]1(B(O)O)[CH:27]=[CH:26][CH:25]=[CH:24][CH:23]=1>C1C=CC(P(C2C=CC=CC=2)[C-]2C=CC=C2)=CC=1.C1C=CC(P(C2C=CC=CC=2)[C-]2C=CC=C2)=CC=1.Cl[Pd]Cl.[Fe+2]>[F:13][C:10]1[CH:11]=[CH:12][C:7]2[N:6]([CH3:14])[C:5](=[O:15])[CH2:4][N:3]=[C:2]([C:22]3[CH:27]=[CH:26][CH:25]=[CH:24][CH:23]=3)[C:8]=2[CH:9]=1 |f:1.2.3,5.6.7.8|. Reported procedure: As illustrated in the scheme above and following General Procedure 4, 5-chloro-7-fluoro-1,3-dihydro-1-methyl-2H-1,4-benzodiazepin-2-one (0.201 g, 0.887 mmol), Na2CO3 (0.0940 g, 0.887 mmol), PdCl2(dppf) (0.0362. g, 0.0443 mmol) and phenylboronic acid (0.108 g, 0.886 mmol) were combined and heated for 13 h. After workup, purification of the crude product by silica gel column chromatography (3:1 CH2Cl2:EtOAc) provided the title compound (0.180 g, 76%). 1H-NMR (CDCl3): δ 7.64-7.60 (m, 2H), 7.51-7.45... Starting materials: OC1=NC=CC(=C1)C (2-hydroxy-4-methyl-pyridine), CCCCCCC (heptane), BrCC(=O)OCC (ethyl bromoacetate), C([O-])([O-])=O.[K+].[K+] (potassium carbonate). The solvent is C(C)(=O)OCC (ethyl acetate). Product: C(C)OC(CN1C(C=C(C=C1)C)=O)=O ((4-Methyl-2-oxo-2H-pyridin-1-yl)-acetic acid ethyl ester). Yield: 77.0%. Reaction SMILES: [OH:1][C:2]1[CH:7]=[C:6]([CH3:8])[CH:5]=[CH:4][N:3]=1.Br[CH2:10][C:11]([O:13][CH2:14][CH3:15])=[O:12].C(=O)([O-])[O-].[K+].[K+].CCCCCCC>C(OCC)(=O)C>[CH2:14]([O:13][C:11](=[O:12])[CH2:10][N:3]1[CH:4]=[CH:5][C:6]([CH3:8])=[CH:7][C:2]1=[O:1])[CH3:15] |f:2.3.4|. Reported procedure: As described for example 320a, 2-hydroxy-4-methyl-pyridine was reacted with ethyl bromoacetate and potassium carbonate. Extractive workup followed by chromatography (SiO2, heptane:ethyl acetate=100:0 to 40:60) afforded the title compound as a colorless liquid (yield: 77%). MS: m/e=196.1 [M+H]+. The reactants are O=S1(N=C(NC2=C1C=CC=C2)C2=C(C1=C(N(C2=O)N=CC(C)C)C=CS1)O)=O (6-(1,1-dioxido-4H-1,2,4-benzothiadiazin-3-yl)-7-hydroxy-4-{[2-methylpropylidene]amino}thieno[3,2-b]pyridin-5(4H)-one), CO (methanol), solution, [BH4-].[Li+] (lithium borohydride), Cl (hydrochloric acid). Run in O1CCCC1 (tetrahydrofuran), O1CCCC1 (tetrahydrofuran), O (water). Run at temperature 25 celsius, time 1 hour. The product is C1(CCCCCC1)NN1C2=C(C(=C(C1=O)C1=NS(C3=C(N1)C=CC=C3)(=O)=O)O)SC=C2 (4-(cycloheptylamino)-6-(1,1-dioxido-4H-1,2,4-benzothiadiazin-3-yl)-7-hydroxythieno[3,2-b]pyridin-5(4H)-one). RXN SMILES: [O:1]=[S:2]1(=[O:28])[C:7]2[CH:8]=[CH:9][CH:10]=[CH:11][C:6]=2[NH:5][C:4]([C:12]2C(=O)[N:16]([N:19]=[CH:20][CH:21](C)[CH3:22])[C:15]3[CH:24]=[CH:25][S:26][C:14]=3[C:13]=2[OH:27])=[N:3]1.[CH3:29][OH:30].[BH4-].[Li+].Cl>O1CCCC1.O>[CH:20]1([NH:19][N:16]2[C:29](=[O:30])[C:12]([C:4]3[NH:5][C:6]4[CH:11]=[CH:10][CH:9]=[CH:8][C:7]=4[S:2](=[O:1])(=[O:28])[N:3]=3)=[C:13]([OH:27])[C:14]3[S:26][CH:25]=[CH:24][C:15]2=3)[CH2:21][CH2:22][CH2:8][CH2:7][CH2:6][CH2:11]1 |f:2.3|. Reported procedure: The product of Example 269A (0.06 g, 0.13 mmol) in tetrahydrofuran (4 mL) and methanol (0.011 mL, 0.26 mmol) at 0° C. was treated dropwise with a 2.0M solution of lithium borohydride in tetrahydrofuran (0.10 mL, 0.2 mmol). The reaction was stirred at 25° C. for 1 hour, acidified with 1M hydrochloric acid a pH of approximately 2-4, diluted with water (10 mL), and the resulting precipitate was collected by filtration and dried. The crude product was chromatographed on silica gel with 98:2 dichloro... Starting materials: C(C1=CC=CC=C1)N1C[C@@H]2[C@](C1)(C(NC2=O)=O)O ((cis)-5-benzyl-3a-hydroxytetrahydropyrrolo[3,4-c]pyrrole-1,3(2H,3aH)-dione), [H-].[H-].[H-].[H-].[Li+].[Al+3] (LAH). Run in C1CCOC1 (THF). Reaction conditions: time 21 hour. Product: C(C1=CC=CC=C1)N1C[C@@H]2CNC[C@@]2(C1)O ((cis)-2-benzylhexahydropyrrolo[3,4-c]pyrrol-3a(1H)-ol). As a reaction SMILES: [CH2:1]([N:8]1[CH2:12][C@:11]2([OH:18])[C:13](=O)[NH:14][C:15](=O)[C@@H:10]2[CH2:9]1)[C:2]1[CH:7]=[CH:6][CH:5]=[CH:4][CH:3]=1.[H-].[H-].[H-].[H-].[Li+].[Al+3]>C1COCC1>[CH2:1]([N:8]1[CH2:12][C@:11]2([OH:18])[C@@H:10]([CH2:15][NH:14][CH2:13]2)[CH2:9]1)[C:2]1[CH:3]=[CH:4][CH:5]=[CH:6][CH:7]=1 |f:1.2.3.4.5.6|. Reported procedure: To a stirred solution of (cis)-5-benzyl-3a-hydroxytetrahydropyrrolo[3,4-c]pyrrole-1,3(2H,3aH)-dione (450 mg, 1.83 mmol) in THF (9 mL) under nitrogen, was added LAH (9.42 mL, 1.0 M in diethyl ether) to form a white suspension. The resulting mixture was stirred at ambient temperature for 21 hrs. The reaction mixture was cooled to 0° C. and quenched by the addition of water (0.3 mL), 15% NaOH (0.3 mL) and water (0.9 mL), as described by Fieser, L. F.; Fieser, M. Reagents for Organic Synthesis Vol. ... Reactants: CC(=O)O[BH-](OC(C)=O)OC(C)=O, CC(=O)O, ClCCCl, [Na+], c1cc(N2CCNCC2)c2cc[nH]c2c1, O=C1CCC(c2c[nH]c3ccccc23)CC1. Product: c1ccc2c(C3CCC(N4CCN(c5cccc6[nH]ccc56)CC4)CC3)c[nH]c2c1. Reaction SMILES: [C:32]([O:33][BH-:34]([O:35][C:36](=[O:37])[CH3:38])[O:39][C:40](=[O:41])[CH3:42])(=[O:43])[CH3:44].[CH3:46][C:47](=[O:48])[OH:49].[Cl:50][CH2:51][CH2:52][Cl:53].[Na+:45].[nH:17]1[cH:18][cH:19][c:20]2[c:21]([N:26]3[CH2:27][CH2:28][NH:29][CH2:30][CH2:31]3)[cH:22][cH:23][cH:24][c:25]12.[nH:1]1[cH:2][c:3]([CH:10]2[CH2:11][CH2:12][C:13](=[O:16])[CH2:14][CH2:15]2)[c:4]2[cH:5][cH:6][cH:7][cH:8][c:9]12>>[nH:1]1[cH:2][c:3]([CH:10]2[CH2:11][CH2:12][CH:13]([N:29]3[CH2:28][CH2:27][N:26]([c:21]4[c:20]5[cH:19][cH:18][nH:17][c:25]5[cH:24][cH:23][cH:22]4)[CH2:31][CH2:30]3)[CH2:14][CH2:15]2)[c:4]2[cH:5][cH:6][cH:7][cH:8][c:9]12.